From a dataset of the Open Reaction Database (ORD), a public repository of structured organic reaction records. describe an organic reaction: reactants, conditions, products, and yield The reactants are CC(C)(C)OC(=O)CC(CCC1CCCCC1)C(=O)N1C(=O)OCC1Cc1ccccc1, ClCCl, O=C(O)C(F)(F)F, O. The product is O=C(O)CC(CCC1CCCCC1)C(=O)N1C(=O)OCC1Cc1ccccc1. Reaction SMILES: [C:1]([CH3:2])([CH3:3])([CH3:4])[O:5][C:6]([CH2:7][CH:8]([CH2:9][CH2:10][CH:11]1[CH2:12][CH2:13][CH2:14][CH2:15][CH2:16]1)[C:17](=[O:18])[N:19]1[C:20](=[O:31])[O:21][CH2:22][CH:23]1[CH2:24][c:25]1[cH:26][cH:27][cH:28][cH:29][cH:30]1)=[O:32].[Cl:33][CH2:34][Cl:35].[F:36][C:37]([F:38])([F:39])[C:40]([OH:41])=[O:42].[OH2:43]>>[O:5]=[C:6]([CH2:7][CH:8]([CH2:9][CH2:10][CH:11]1[CH2:12][CH2:13][CH2:14][CH2:15][CH2:16]1)[C:17](=[O:18])[N:19]1[C:20](=[O:31])[O:21][CH2:22][CH:23]1[CH2:24][c:25]1[cH:26][cH:27][cH:28][cH:29][cH:30]1)[OH:32]. As a reaction SMILES: [Br:10][CH2:11][C:12](=[O:13])[O:14][CH2:15][CH3:16].[C:17](=[O:18])([O-:19])[O-:20].[CH2:1]1[CH2:2][c:3]2[cH:4][cH:5][cH:6][cH:7][c:8]2[NH:9]1.[CH3:23][N:24]([CH3:25])[CH:26]=[O:27].[CH3:28][CH2:29][O:30][C:31](=[O:32])[CH3:33].[K+:21].[K+:22]>>[CH2:1]1[CH2:2][c:3]2[cH:4][cH:5][cH:6][cH:7][c:8]2[N:9]1[CH2:11][C:12](=[O:13])[O:14][CH2:15][CH3:16]. The reactants are CCOC(=O)CBr, O=C([O-])[O-], c1ccc2c(c1)CCN2, CN(C)C=O, CCOC(C)=O, [K+], [K+]. Product: CCOC(=O)CN1CCc2ccccc21. The product is CC(F)(F)CNC(=O)n1ccnc1. The reactants are O=C(n1ccnc1)n1ccnc1, Cl, CC(F)(F)CN, CN(C)C=O. As a reaction SMILES: [C:8](=[O:9])([n:10]1[cH:11][n:12][cH:13][cH:14]1)[n:15]1[cH:16][cH:17][n:18][cH:19]1.[ClH:1].[F:2][C:3]([CH2:4][NH2:5])([CH3:6])[F:7].[O:20]=[CH:21][N:22]([CH3:23])[CH3:24]>>[F:2][C:3]([CH2:4][NH:5][C:8](=[O:9])[n:10]1[cH:11][n:12][cH:13][cH:14]1)([CH3:6])[F:7].